The task is: describe an organic reaction: reactants, conditions, products, and yield. This data is from the Open Reaction Database (ORD), a public repository of structured organic reaction records. Starting materials: O (water), [OH-].[Na+] (sodium hydroxide), FC(OC1=CC=C(C=C1)C(C#C)(C)O)(F)F (3-(4-trifluoromethoxyphenyl)-but-1-yn-3-ol), II (iodine). Run in CO (methanol). Reaction conditions: time 3 hour. The product is IC#CC(C)(O)C1=CC=C(C=C1)OC(F)(F)F (1-Iodo-3-(4-trifluoromethoxyphenyl)-but-1-yn-3-ol). As a reaction SMILES: [OH-].[Na+].[F:3][C:4]([F:18])([F:17])[O:5][C:6]1[CH:11]=[CH:10][C:9]([C:12]([OH:16])([CH3:15])[C:13]#[CH:14])=[CH:8][CH:7]=1.[I:19]I.O>CO>[I:19][C:14]#[C:13][C:12]([C:9]1[CH:8]=[CH:7][C:6]([O:5][C:4]([F:17])([F:18])[F:3])=[CH:11][CH:10]=1)([OH:16])[CH3:15] |f:0.1|. Procedure details: 40 ml of concentrated sodium hydroxide solution were added dropwise to a solution of 23 g (0.1 mol) of 3-(4-trifluoromethoxyphenyl)-but-1-yn-3-ol in 250 ml of methanol at 15°-20° C. in the course of 30 minutes, while stirring, and 25.4 g (0.1 mol) of iodine were simultaneously introduced in portions. After three hours, the reaction mixture was stirred into 1,000 ml of water. The initially oil reaction product crystallized on standing. The solid material was taken up in 200 ml of ethyl acetate, t... The reactants are C(C)(C)(C)O[C@H](C(=O)OC)C1=C(C2=C(N=C(S2)N2C(C(=CC=C2)C=2C=C3C=NN(C3=CC2)C)=O)C=C1C)C1=CC=C(C=C1)Cl ((S)-methyl 2-tert-butoxy-2-(7-(4-chlorophenyl)-5-methyl-2-(3-(1-methyl-1H-indazol-5-yl)-2-oxopyridin-1(2H)-yl)benzo[d]thiazol-6-yl)acetate), [OH-].[Na+] (NaOH). Run in C1CCOC1 (THF), CO (methanol). Conditions: temperature 37 celsius, time 6 hour. Yields the product C(C)(C)(C)O[C@H](C(=O)O)C1=C(C2=C(N=C(S2)N2C(C(=CC=C2)C=2C=C3C=NN(C3=CC2)C)=O)C=C1C)C1=CC=C(C=C1)Cl ((S)-2-tert-butoxy-2-(7-(4-chlorophenyl)-5-methyl-2-(3-(1-methyl-1H-indazol-5-yl)-2-oxopyridin-1(2H)-yl)benzo[d]thiazol-6-yl)acetic acid). Reaction SMILES: [C:1]([O:5][C@@H:6]([C:11]1[C:36]([CH3:37])=[CH:35][C:14]2[N:15]=[C:16]([N:18]3[CH:23]=[CH:22][CH:21]=[C:20]([C:24]4[CH:25]=[C:26]5[C:30](=[CH:31][CH:32]=4)[N:29]([CH3:33])[N:28]=[CH:27]5)[C:19]3=[O:34])[S:17][C:13]=2[C:12]=1[C:38]1[CH:43]=[CH:42][C:41]([Cl:44])=[CH:40][CH:39]=1)[C:7]([O:9]C)=[O:8])([CH3:4])([CH3:3])[CH3:2].[OH-].[Na+]>C1COCC1.CO>[C:1]([O:5][C@@H:6]([C:11]1[C:36]([CH3:37])=[CH:35][C:14]2[N:15]=[C:16]([N:18]3[CH:23]=[CH:22][CH:21]=[C:20]([C:24]4[CH:25]=[C:26]5[C:30](=[CH:31][CH:32]=4)[N:29]([CH3:33])[N:28]=[CH:27]5)[C:19]3=[O:34])[S:17][C:13]=2[C:12]=1[C:38]1[CH:39]=[CH:40][C:41]([Cl:44])=[CH:42][CH:43]=1)[C:7]([OH:9])=[O:8])([CH3:4])([CH3:2])[CH3:3] |f:1.2|. Procedure details: To a stirred solution of (S)-methyl 2-tert-butoxy-2-(7-(4-chlorophenyl)-5-methyl-2-(3-(1-methyl-1H-indazol-5-yl)-2-oxopyridin-1(2H)-yl)benzo[d]thiazol-6-yl)acetate (12.6 mg, 0.020 mmol) in THF (1.2 mL) and methanol (0.5 mL) was added 1 M NaOH solution (0.3 mL, excess). The reaction mixture was stirred at 37° C. for 6 h. The reaction mixture was purified by reverse phase HPLC (Gemini, 5 to 100% ACN/H2O+0.1% TFA) to give the product. LCMS-ESI+ (m/z): [M+H]+ calcd for C33H30ClN4O4S: 613.17; Found: ... Reactants: NC=1C=C(C=C2C=C(C=NC12)Br)OC (8-amino-3-bromo-6-methoxyquinoline), [I-].[Na+] (sodium iodide), CNCCNC (N,N′-dimethyl-ethane-1,2-diamine). The reagents and catalysts are [Cu](I)I (copper iodide). Run in O1CCOCC1 (dioxane). Yields the product NC=1C=C(C=C2C=C(C=NC12)I)OC (8-amino-3-iodo-6-methoxyquinoline). As a reaction SMILES: [NH2:1][C:2]1[CH:3]=[C:4]([O:13][CH3:14])[CH:5]=[C:6]2[C:11]=1[N:10]=[CH:9][C:8](Br)=[CH:7]2.[I-:15].[Na+].CNCCNC>O1CCOCC1.[Cu](I)I>[NH2:1][C:2]1[CH:3]=[C:4]([O:13][CH3:14])[CH:5]=[C:6]2[C:11]=1[N:10]=[CH:9][C:8]([I:15])=[CH:7]2 |f:1.2|. Procedure: In a similar procedure to Step 2 of Example 1 8-amino-3-bromo-6-methoxyquinoline (preparation described in Journal of Pharmaceutical Sciences (1984), 73(12), 1854-6) (6.0 g) is treated with sodium iodide, copper iodide and N,N′-dimethyl-ethane-1,2-diamine in dioxane in a sealed tube under argon, at 120° C. for 14 h. After work-up the crude is purified by flash chromatography (ethyl acetate: cyclohexane, 1:4) to provide 8-amino-3-iodo-6-methoxyquinoline (4.6 g) as a pure product. 1H NMR (CDCl3) δ... Procedure: To a solution of [4-(4-hydroxy-6-methoxy-7-methyl-3-oxo-1,3-dihydro-isobenzofuran-5-yl)-2-methyl-but-2-enyloxymethyl]-phosphonic acid diisopropyl ester (25 mg, 0.055 mmol) and 2,6-lutidine (0.18 mL, 1.65 mmol) in acetonitrile was added trimethylsilyl bromide (0.126 mL, 1.1 mmol) at 0° C. The mixture was allowed to warm to room temperature and stirred for 4 h. The reaction was quenched with methanol at 0° C., and the resulting mixture was concentrated. The residue was purified by preparative reve... The solvent is C(C)#N (acetonitrile). Starting materials: C(C)(C)OP(OC(C)C)(=O)COCC(=CCC=1C(=C2C(OCC2=C(C1OC)C)=O)O)C ([4-(4-hydroxy-6-methoxy-7-methyl-3-oxo-1,3-dihydro-isobenzofuran-5-yl)-2-methyl-but-2-enyloxymethyl]-phosphonic acid diisopropyl ester), N1=C(C=CC=C1C)C (2,6-lutidine), C[Si](C)(C)Br (trimethylsilyl bromide). As a reaction SMILES: C([O:4][P:5]([CH2:11][O:12][CH2:13][C:14]([CH3:31])=[CH:15][CH2:16][C:17]1[C:18]([OH:30])=[C:19]2[C:23](=[C:24]([CH3:28])[C:25]=1[O:26][CH3:27])[CH2:22][O:21][C:20]2=[O:29])(=[O:10])[O:6]C(C)C)(C)C.N1C(C)=CC=CC=1C.C[Si](Br)(C)C>C(#N)C>[OH:30][C:18]1[C:17]([CH2:16][CH:15]=[C:14]([CH3:31])[CH2:13][O:12][CH2:11][P:5](=[O:4])([OH:10])[OH:6])=[C:25]([O:26][CH3:27])[C:24]([CH3:28])=[C:23]2[C:19]=1[C:20](=[O:29])[O:21][CH2:22]2. Reaction conditions: time 4 hour. The product is OC1=C2C(OCC2=C(C(=C1CC=C(COCP(O)(O)=O)C)OC)C)=O ([4-(4-Hydroxy-6-methoxy-7-methyl-3-oxo-1,3-dihydro-isobenzofuran-5-yl)-2-methyl-but-2-enyloxymethyl]-phosphonic acid). Reactants: BrC1=C(C=O)C=CC(=C1)F (2-bromo-4-fluorobenzaldehyde), C[C@H]([C@@H](C1=CC=CC=C1)O)NC ((1R,2R)-(−)-pseudoephedrine). Procedure details: To a solution 2-bromo-4-fluorobenzaldehyde (15.2 g, 74.9 mmol) in toluene (80 ml) was added (1R,2R)-(−)-pseudoephedrine (13.6 g, 82 mmol) and the resulting mixture was refluxed removing water using a Dean-Stark trap for 16 h. The reaction was halted and cooled down to room temperature. The solution was washed with citric acid solution (1M, 100 ml), saturated sodium bicarbonate solution (50 ml), brine (50 ml) and dried (MgSO4). Then, it was filtered and the solvent was evaporated under vacuum to ... Product: BrC1=C(C=CC(=C1)F)C1O[C@@H]([C@H](N1C)C)C1=CC=CC=C1 ((4R,5R)-2-(2-Bromo-4-fluoro-phenyl)-3,4-dimethyl-5-phenyl-oxazolidine). Yield: 97.0%. As a reaction SMILES: [Br:1][C:2]1[CH:9]=[C:8]([F:10])[CH:7]=[CH:6][C:3]=1[CH:4]=[O:5].[CH3:11][C@@H:12]([NH:21][CH3:22])[C@H:13](O)[C:14]1[CH:19]=[CH:18][CH:17]=[CH:16][CH:15]=1>C1(C)C=CC=CC=1>[Br:1][C:2]1[CH:9]=[C:8]([F:10])[CH:7]=[CH:6][C:3]=1[CH:4]1[N:21]([CH3:22])[C@H:12]([CH3:11])[C@@H:13]([C:14]2[CH:19]=[CH:18][CH:17]=[CH:16][CH:15]=2)[O:5]1. The solvent is C1(=CC=CC=C1)C (toluene). The reactants are [OH-].[Na+] (sodium hydroxide), NC=1C(=CC=C2C=C(C=NC12)C)NC (8-amino-3-methyl-7-methylaminoquinoline), FC(C(=O)O)(F)F (trifluoroacetic acid), ice. Solvent: Cl (hydrochloric acid). Conditions: temperature 95 celsius. Yields the product CN1C(=NC2=C1C=CC=1C=C(C=NC21)C)C(F)(F)F (3,7-Dimethyl-2-trifluoromethyl-3H-imidazo[4,5-h)quinoline). As a reaction SMILES: [NH2:1][C:2]1[C:3]([NH:13][CH3:14])=[CH:4][CH:5]=[C:6]2[C:11]=1[N:10]=[CH:9][C:8]([CH3:12])=[CH:7]2.[F:15][C:16]([F:21])([F:20])[C:17](O)=O.[OH-].[Na+]>Cl>[CH3:14][N:13]1[C:3]2[CH:4]=[CH:5][C:6]3[CH:7]=[C:8]([CH3:12])[CH:9]=[N:10][C:11]=3[C:2]=2[N:1]=[C:17]1[C:16]([F:21])([F:20])[F:15] |f:2.3|. Reported procedure: A mixture of 5.61 g (30 mmol) of 8-amino-3-methyl-7-methylaminoquinoline and 3.02 ml (40 mmol) of trifluoroacetic acid in 40 ml of 4N hydrochloric acid is heated at 95° C. for 2 h. It is then allowed to cool to room temperature and poured into 250 g of ice, the pH is adjusted to 9 with concentrated sodium hydroxide solution, and the precipitate is filtered off with suction. The crude product is dried and recrystallized from ethyl acetate/petroleum ether. Starting materials: O1CCN(CC1)CCOC1=CC=C(C=O)C=C1 (4-(2-morpholinoethoxy)benzaldehyde), [Br-].CC1(SC2=C(S1)C=CC(=C2)C(C)[P+](C2=CC=CC=C2)(C2=CC=CC=C2)C2=CC=CC=C2)C ([1-(2,2-dimethyl-1,3-benzodithiol-5-yl)ethyl]triphenylphosphonium bromide), solution, C(CCC)[Li] (n-butyllithium). Solvent: O1CCCC1 (tetrahydrofuran), O1CCCC1 (tetrahydrofuran), CCCCCC (hexane). Run at temperature 20 celsius, time 40 minute. Yields the product CC1(SC2=C(S1)C=CC(=C2)/C(=C/C2=CC=C(OCCN1CCOCC1)C=C2)/C)C (4-[2-[p-[(E)-2-(2,2-dimethyl-1,3-benzodithiol-5-yl)propenyl]phenoxy]ethyl]morpholine). Isolated yield 35.2%. As a reaction SMILES: [Br-].[CH3:2][C:3]1([CH3:33])[S:7][C:6]2[CH:8]=[CH:9][C:10]([CH:12]([P+](C3C=CC=CC=3)(C3C=CC=CC=3)C3C=CC=CC=3)[CH3:13])=[CH:11][C:5]=2[S:4]1.C([Li])CCC.[O:39]1[CH2:44][CH2:43][N:42]([CH2:45][CH2:46][O:47][C:48]2[CH:55]=[CH:54][C:51]([CH:52]=O)=[CH:50][CH:49]=2)[CH2:41][CH2:40]1>O1CCCC1.CCCCCC>[CH3:33][C:3]1([CH3:2])[S:7][C:6]2[CH:8]=[CH:9][C:10](/[C:12](/[CH3:13])=[CH:52]/[C:51]3[CH:50]=[CH:49][C:48]([O:47][CH2:46][CH2:45][N:42]4[CH2:41][CH2:40][O:39][CH2:44][CH2:43]4)=[CH:55][CH:54]=3)=[CH:11][C:5]=2[S:4]1 |f:0.1|. Procedure: 6.6 g of [1-(2,2-dimethyl-1,3-benzodithiol-5-yl)ethyl]triphenylphosphonium bromide were dissolved in 40 ml of tetrahydrofuran and treated slowly at 0° C. with 9 ml of a 1.5 molar solution of n-butyllithium in hexane. After 40 minutes, 3.5 g of 4-(2-morpholinoethoxy)benzaldehyde in 10 ml of tetrahydrofuran were added dropwise to the dark red solution and the mixture was stirred at 20° C. for 16 hours. The mixture was then poured on to ice and extracted with ethyl acetate. The combined extracts we... Reactants: COC(=O)CBr, CN(C)C=O, CC(C)C1Oc2ccccc2NC1=O, [H-], [Na+], O. The product is COC(=O)CN1C(=O)C(C(C)C)Oc2ccccc21. RXN SMILES: [Br:17][CH2:18][C:19](=[O:20])[O:21][CH3:22].[CH3:23][N:24]([CH3:25])[CH:26]=[O:27].[CH:1]([CH3:2])([CH3:3])[CH:4]1[O:5][c:6]2[c:7]([cH:11][cH:12][cH:13][cH:14]2)[NH:8][C:9]1=[O:10].[H-:15].[Na+:16].[OH2:28]>>[CH:1]([CH3:2])([CH3:3])[CH:4]1[O:5][c:6]2[c:7]([cH:11][cH:12][cH:13][cH:14]2)[N:8]([CH2:18][C:19](=[O:20])[O:21][CH3:22])[C:9]1=[O:10]. The reactants are NC1=C(C=C(C=N1)C1CCC(NC1)=O)Br (5-(6-amino-5-bromopyridin-3-yl)piperidin-2-one), ClC=1C=C(C=CC1)[C@@H](CO)NC(=O)C1=C(C=C(C=C1)B(O)O)F ((S)-(4-((1-(3-chlorophenyl)-2-hydroxyethyl)carbamoyl)-3-fluorophenyl)boronic acid), C(=O)([O-])[O-].[Na+].[Na+] (Na2CO3), S(=O)(=O)([O-])[O-].[Na+].[Na+] (sodium sulfate). The reagents and catalysts are C1=CC=C(C=C1)P([C-]2C=CC=C2)C3=CC=CC=C3.C1=CC=C(C=C1)P([C-]2C=CC=C2)C3=CC=CC=C3.Cl[Pd]Cl.[Fe+2] (PdCl2(dppf)). Run in COCCOC (DME). Run at temperature 120 celsius. The product is NC1=NC=C(C=C1C1=CC(=C(C(=O)N[C@H](CO)C2=CC(=CC=C2)Cl)C=C1)F)C1CNC(CC1)=O (4-(2-amino-5-(6-oxopiperidin-3-yl)pyridin-3-yl)-N—((S)-1-(3-chlorophenyl)-2-hydroxyethyl)-2-fluorobenzamide), mixture. Isolated yield 12.0%. Reaction SMILES: [NH2:1][C:2]1[N:7]=[CH:6][C:5]([CH:8]2[CH2:13][NH:12][C:11](=[O:14])[CH2:10][CH2:9]2)=[CH:4][C:3]=1Br.[Cl:16][C:17]1[CH:18]=[C:19]([C@H:23]([NH:26][C:27]([C:29]2[CH:34]=[CH:33][C:32](B(O)O)=[CH:31][C:30]=2[F:38])=[O:28])[CH2:24][OH:25])[CH:20]=[CH:21][CH:22]=1.C([O-])([O-])=O.[Na+].[Na+].S([O-])([O-])(=O)=O.[Na+].[Na+]>C1C=CC(P(C2C=CC=CC=2)[C-]2C=CC=C2)=CC=1.C1C=CC(P(C2C=CC=CC=2)[C-]2C=CC=C2)=CC=1.Cl[Pd]Cl.[Fe+2].COCCOC>[NH2:1][C:2]1[C:3]([C:32]2[CH:33]=[CH:34][C:29]([C:27]([NH:26][C@@H:23]([C:19]3[CH:20]=[CH:21][CH:22]=[C:17]([Cl:16])[CH:18]=3)[CH2:24][OH:25])=[O:28])=[C:30]([F:38])[CH:31]=2)=[CH:4][C:5]([CH:8]2[CH2:9][CH2:10][C:11](=[O:14])[NH:12][CH2:13]2)=[CH:6][N:7]=1 |f:2.3.4,5.6.7,8.9.10.11|. Procedure details: To a microwave vial, 5-(6-amino-5-bromopyridin-3-yl)piperidin-2-one (45 mg, 0.167 mmol), (S)-(4-((1-(3-chlorophenyl)-2-hydroxyethyl)carbamoyl)-3-fluorophenyl)boronic acid (56.2 mg, 0.167 mmol), PdCl2(dppf) (12.19 mg, 0.017 mmol), DME (1111 μl, Ratio: 2.000), and Na2CO3 (2M solution) (555 μL, Ratio: 1.000) were added. The reaction mixture was heated at microwave reactor for 10 min at 120° C. LCMS—0.58 min, MH+483.2; 0.85 min, MH+613.3. After anhydrous sodium sulfate were added to remove water, th... Starting materials: Nc1nnc(Cl)cc1Br, COc1ccc(B(O)O)c(C)c1, Cc1ccccc1, CCO, [Na+], [Na+], O=C([O-])[O-]. Product: COc1ccc(-c2cc(Cl)nnc2N)c(C)c1. Reaction SMILES: [Br:1][c:2]1[c:3]([NH2:9])[n:4][n:5][c:6]([Cl:8])[cH:7]1.[CH3:10][O:11][c:12]1[cH:13][c:14]([CH3:21])[c:15]([B:18]([OH:19])[OH:20])[cH:16][cH:17]1.[CH3:28][c:29]1[cH:30][cH:31][cH:32][cH:33][cH:34]1.[CH3:35][CH2:36][OH:37].[Na+:22].[Na+:23].[O-:24][C:25](=[O:26])[O-:27]>>[c:2]1(-[c:15]2[c:14]([CH3:21])[cH:13][c:12]([O:11][CH3:10])[cH:17][cH:16]2)[c:3]([NH2:9])[n:4][n:5][c:6]([Cl:8])[cH:7]1.